This data is from the Open Reaction Database (ORD), a public repository of structured organic reaction records. The task is: describe an organic reaction: reactants, conditions, products, and yield The reactants are C1(CCC1)N1CCC2=C(CC1)C=C(C=C2)O (3-Cyclobutyl-2,3,4,5-tetrahydro-1H-benzo[d]azepin-7-ol), FC1=C(C=CC=C1)I (2-fluoro iodobenzene). Yields the product C1(CCC1)N1CCC2=C(CC1)C=CC(=C2)OC2=C(C=CC=C2)F (3-Cyclobutyl-7-[(2-fluorophenyl)oxy]-2,3,4,5-tetrahydro-1H-3-benzazepine). Reaction SMILES: [CH:1]1([N:5]2[CH2:11][CH2:10][C:9]3[CH:12]=[C:13]([OH:16])[CH:14]=[CH:15][C:8]=3[CH2:7][CH2:6]2)[CH2:4][CH2:3][CH2:2]1.[F:17][C:18]1[CH:23]=[CH:22][CH:21]=[CH:20][C:19]=1I>>[CH:1]1([N:5]2[CH2:6][CH2:7][C:8]3[CH:15]=[CH:14][C:13]([O:16][C:19]4[CH:20]=[CH:21][CH:22]=[CH:23][C:18]=4[F:17])=[CH:12][C:9]=3[CH2:10][CH2:11]2)[CH2:4][CH2:3][CH2:2]1. Procedure details: Example 270 (E270) was prepared from 3-cyclobutyl-2,3,4,5-tetrahydro-1H-benzo[d]azepin-7-ol (E3) and 2-fluoro iodobenzene using the method described for Example 128; MS (ES+) m/e 312 [M+H]+. Starting materials: Cl.Cl.N1=C(N=CC=C1)N1CCNCC1 (1-(2-pyrimidyl)piperazine dihydrochloride). Run in [OH-].[Na+] (sodium hydroxide), [Cl-].[Na+] (sodium chloride), C(C)(=O)OCC (ethyl acetate). Product: N1=C(N=CC=C1)N1CCNCC1 (1-(2-pyrimidyl)piperazine). Isolated yield 93.7%. Reaction SMILES: Cl.Cl.[N:3]1[CH:8]=[CH:7][CH:6]=[N:5][C:4]=1[N:9]1[CH2:14][CH2:13][NH:12][CH2:11][CH2:10]1>[OH-].[Na+].[Cl-].[Na+].C(OCC)(=O)C>[N:3]1[CH:8]=[CH:7][CH:6]=[N:5][C:4]=1[N:9]1[CH2:14][CH2:13][NH:12][CH2:11][CH2:10]1 |f:0.1.2,3.4,5.6|. Procedure details: A solution of 1-(2-pyrimidyl)piperazine dihydrochloride (4.0 g, 16.9 mmol) in 1N sodium hydroxide saturated with sodium chloride (40 ml) was extracted with ethyl acetate (2×30 ml). The organic layer was dried over sodium sulfate, filtered and concentrated to give 2.6 g of 1-(2-pyrimidyl)piperazine. The reactants are C(C)(C)[N-]C(C)C.[Li+] (lithium diisopropylamide), Cl[Si](C)(C)C (chlorotrimethylsilane), ClC1=CC=C2C=CC(=NC2=C1)C (7-chloroquinaldine), BrBr (bromine), C(C)(C)NC(C)C (diisopropylamine), solution, C(CCC)[Li] (n-butyllithium), CCCCCC (hexane). Solvent: O1CCCC1 (tetrahydrofuran), O1CCCC1 (tetrahydrofuran). Reaction conditions: temperature -10 celsius. Product: ethyl acetate-light petroleum, BrCC1=NC2=CC(=CC=C2C=C1)Cl (2-Bromomethyl-7-chloroquinoline). Yield: 62.4%. RXN SMILES: C(NC(C)C)(C)C.C([Li])CCC.CCCCCC.C([N-]C(C)C)(C)C.[Li+].[Cl:27][C:28]1[CH:37]=[C:36]2[C:31]([CH:32]=[CH:33][C:34]([CH3:38])=[N:35]2)=[CH:30][CH:29]=1.Cl[Si](C)(C)C.[Br:44]Br>O1CCCC1>[Br:44][CH2:38][C:34]1[CH:33]=[CH:32][C:31]2[C:36](=[CH:37][C:28]([Cl:27])=[CH:29][CH:30]=2)[N:35]=1 |f:3.4|. Reported procedure: A solution of diisopropylamine (3.6 ml, 24.86 mmol) in dry tetrahydrofuran (25.0 ml) at -20° C. under nitrogen was treated with a 2.5 M solution of n-butyllithium in hexane (10.0 ml, 24.86 mmol). This lithium diisopropylamide solution was stirred below -10° C. for 30 min and 7-chloroquinaldine (4.0 g, 22.6 mmol) was added in portions. The resulting dark red solution was stirred at -10° C., increasing to 0° C. for 1 h, cooled to -30° C. and treated with chlorotrimethylsilane (4.4 ml, 33.92 mol) d... The reactants are C(C(C)C)(=O)Cl (isobutyryl chloride), Cl.OC=1C=C(C=CC1O)CCNC(CCC1=CC(=CC=C1)C(N)=O)C (N-[2-(3,4-dihydroxyphenyl)ethyl]-1-methyl-3-(3-carbamoylphenyl)propylamine hydrochloride), FC(C(=O)O)(F)F (trifluoroacetic acid), C(C)(=O)OCC.C(=O)([O-])[O-].[K+].[K+].O (ethyl acetate K2CO3 water). Reaction conditions: time 4 hour. The product is Cl.C(C(C)C)(=O)OC=1C=C(C=CC1OC(C(C)C)=O)CCNC(CCC1=CC(=CC=C1)C(N)=O)C (N[2-(3,4-diisobutyryloxyphenyl)ethyl]-1-methyl-3-(3-carbamoylphenyl)propylamine hydrochloride). As a reaction SMILES: Cl.[OH:2][C:3]1[CH:4]=[C:5]([CH2:10][CH2:11][NH:12][CH:13]([CH3:25])[CH2:14][CH2:15][C:16]2[CH:21]=[CH:20][CH:19]=[C:18]([C:22](=[O:24])[NH2:23])[CH:17]=2)[CH:6]=[CH:7][C:8]=1[OH:9].[C:26]([Cl:31])(=[O:30])[CH:27]([CH3:29])[CH3:28].C(O[CH2:36][CH3:37])(=O)C.[C:38]([O-:41])([O-])=O.[K+].[K+].O.F[C:46](F)(F)C(O)=O>>[ClH:31].[C:26]([O:2][C:3]1[CH:4]=[C:5]([CH2:10][CH2:11][NH:12][CH:13]([CH3:25])[CH2:14][CH2:15][C:16]2[CH:21]=[CH:20][CH:19]=[C:18]([C:22](=[O:24])[NH2:23])[CH:17]=2)[CH:6]=[CH:7][C:8]=1[O:9][C:38](=[O:41])[CH:36]([CH3:37])[CH3:46])(=[O:30])[CH:27]([CH3:29])[CH3:28] |f:0.1,3.4.5.6.7,9.10|. Reported procedure: 4.1 g of N-[2-(3,4-dihydroxyphenyl)ethyl]-1-methyl-3-(3-carbamoylphenyl)propylamine hydrochloride was dissolved in 60 ml of trifluoroacetic acid to which was added 8.6 g of isobutyryl chloride, and stirred for 4 hours at room temperature. After completion of the reaction, the trifluoroacetic acid was distilled off under reduced pressure and the resulting residue was subjected to further silica gel chromatography. The solvent was first eluted by the use of chloroform and the reaction product was ... Reactants: CC(C)(C)OC(=O)NN, CCO, O=Cc1ccc(O)cc1. Product: CC(C)(C)OC(=O)NN=Cc1ccc(O)cc1. As a reaction SMILES: [C:10]([CH3:11])([CH3:12])([CH3:13])[O:14][C:15]([NH:16][NH2:17])=[O:18].[CH3:19][CH2:20][OH:21].[OH:1][c:2]1[cH:3][cH:4][c:5]([CH:6]=[O:7])[cH:8][cH:9]1>>[OH:1][c:2]1[cH:3][cH:4][c:5]([CH:6]=[N:17][NH:16][C:15]([O:14][C:10]([CH3:11])([CH3:12])[CH3:13])=[O:18])[cH:8][cH:9]1.